Dataset: the Open Reaction Database (ORD), a public repository of structured organic reaction records. Task: describe an organic reaction: reactants, conditions, products, and yield The reactants are O.CSC1=NS(C2=C(N1)C=CN=C2)(=O)=O (3-methylsulfanyl-4H-pyrido[4,3-e]-1,2,4-thiadiazine 1,1-dioxide monohydrate), C(C=C)N (allylamine). Run at temperature 120 celsius. Product: C(C=C)NC1=NS(C2=C(N1)C=CN=C2)(=O)=O (3-Allylamino-4H-pyrido[4,3-e]-1,2,4-thiadiazine 1,1-dioxide), dihydrate. Reaction SMILES: O.CS[C:4]1[NH:9][C:8]2[CH:10]=[CH:11][N:12]=[CH:13][C:7]=2[S:6](=[O:15])(=[O:14])[N:5]=1.[CH2:16]([NH2:19])[CH:17]=[CH2:18]>>[CH2:16]([NH:19][C:4]1[NH:9][C:8]2[CH:10]=[CH:11][N:12]=[CH:13][C:7]=2[S:6](=[O:15])(=[O:14])[N:5]=1)[CH:17]=[CH2:18] |f:0.1|. Reported procedure: A mixture of 3-methylsulfanyl-4H-pyrido[4,3-e]-1,2,4-thiadiazine 1,1-dioxide monohydrate (0.5 g) and allylamine (4 mL) was heated in a sealed bumb for 4-5 h at 120° C. After cooling, the amine was removed by distillation under reduced pressure. The residue was dissolved in 0.5N NaOH, treated with charcoal, filtered, and the filtrate was adjusted to pH 6 with 1N HCl. The resulting precipitate was collected by filtration, washed with water and dried to give the title compound as a dihydrate (yield... The solvent is O1CCCC1 (tetrahydrofuran). The yield is 70.2%. Starting materials: ClC1=CC=C(C=2N(C(=NC21)NC=2C=NC(=CC2C)OC)CCCC(=O)OCC)C(CC)CC (ethyl 4-{4-chloro-7-(1-ethylpropyl)-2-[(6-methoxy-4-methylpyridin-3-yl)amino]-1H-benzimidazol-1-yl}butanoate), [BH4-].[Li+] (lithium borohydride), O (Water). Conditions: time 12 hour. Yields the product ClC1=CC=C(C=2N(C(=NC21)NC=2C=NC(=CC2C)OC)CCCCO)C(CC)CC (4-{4-Chloro-7-(1-ethylpropyl)-2-[(6-methoxy-4-methylpyridin-3-yl)amino]-1H-benzimidazol-1-yl}butan-1-ol). Reported procedure: To a solution of ethyl 4-{4-chloro-7-(1-ethylpropyl)-2-[(6-methoxy-4-methylpyridin-3-yl)amino]-1H-benzimidazol-1-yl}butanoate (170 mg, 0.359 mmol) in tetrahydrofuran (3 mL) was added lithium borohydride (24 mg, 1.08 mmol) portionwise at 0° C. The mixture was warmed, to room temperature and stirred for 12 hr. Water was added and the mixture was extracted with ethyl acetate. Organic layer was washed with brine, dried over magnesium sulfate and concentrated in vacuo. The residue was purified by fla... As a reaction SMILES: [Cl:1][C:2]1[C:10]2[N:9]=[C:8]([NH:11][C:12]3[CH:13]=[N:14][C:15]([O:19][CH3:20])=[CH:16][C:17]=3[CH3:18])[N:7]([CH2:21][CH2:22][CH2:23][C:24](OCC)=[O:25])[C:6]=2[C:5]([CH:29]([CH2:32][CH3:33])[CH2:30][CH3:31])=[CH:4][CH:3]=1.[BH4-].[Li+].O>O1CCCC1>[Cl:1][C:2]1[C:10]2[N:9]=[C:8]([NH:11][C:12]3[CH:13]=[N:14][C:15]([O:19][CH3:20])=[CH:16][C:17]=3[CH3:18])[N:7]([CH2:21][CH2:22][CH2:23][CH2:24][OH:25])[C:6]=2[C:5]([CH:29]([CH2:32][CH3:33])[CH2:30][CH3:31])=[CH:4][CH:3]=1 |f:1.2|. Reactants: C, CO, COc1ccc(C(C)C)cc1-c1cc(OC)c(C(F)(F)F)cc1[N+](=O)[O-], C1CCOC1, [Pd]. Yields the product COc1ccc(C(C)C)cc1-c1cc(OC)c(C(F)(F)F)cc1N. As a reaction SMILES: [C:34].[CH3:32][OH:33].[CH:1]([CH3:2])([CH3:3])[c:4]1[cH:5][cH:6][c:7]([O:25][CH3:26])[c:8](-[c:10]2[c:11]([N+:22]([O-:23])=[O:24])[cH:12][c:13]([C:18]([F:19])([F:20])[F:21])[c:14]([O:16][CH3:17])[cH:15]2)[cH:9]1.[O:27]1[CH2:28][CH2:29][CH2:30][CH2:31]1.[Pd:35]>>[CH:1]([CH3:2])([CH3:3])[c:4]1[cH:5][cH:6][c:7]([O:25][CH3:26])[c:8](-[c:10]2[c:11]([NH2:22])[cH:12][c:13]([C:18]([F:19])([F:20])[F:21])[c:14]([O:16][CH3:17])[cH:15]2)[cH:9]1. The product is NC(=S)NC(Cc1ccc([N+](=O)[O-])cc1)c1csc(-c2cccs2)n1. RXN SMILES: [BrH:1].[C:24](=[O:25])([O-:26])[O-:27].[Ca+2:28].[Cl:29][C:30]([Cl:31])=[S:32].[Cl:34][C:35]([Cl:36])([Cl:37])[Cl:38].[Cl:40][CH2:41][Cl:42].[N+:2](=[O:3])([O-:4])[c:5]1[cH:6][cH:7][c:8]([CH2:11][CH:12]([NH2:13])[c:14]2[n:15][c:16](-[c:19]3[s:20][cH:21][cH:22][cH:23]3)[s:17][cH:18]2)[cH:9][cH:10]1.[NH3:33].[OH2:39].[OH2:43]>>[N+:2](=[O:3])([O-:4])[c:5]1[cH:6][cH:7][c:8]([CH2:11][CH:12]([NH:13][C:30](=[S:32])[NH2:33])[c:14]2[n:15][c:16](-[c:19]3[s:20][cH:21][cH:22][cH:23]3)[s:17][cH:18]2)[cH:9][cH:10]1. Reactants: Br, O=C([O-])[O-], [Ca+2], S=C(Cl)Cl, ClC(Cl)(Cl)Cl, ClCCl, NC(Cc1ccc([N+](=O)[O-])cc1)c1csc(-c2cccs2)n1, N, O, O.